The task is: describe an organic reaction: reactants, conditions, products, and yield. This data is from the Open Reaction Database (ORD), a public repository of structured organic reaction records. Starting materials: BrCCc1ccccc1, COC(=O)c1ccc(O)cc1NC(=O)c1ccccc1, O=C([O-])[O-], CCOC(C)=O, Cl, [K+], [K+]. Yields the product COC(=O)c1ccc(OCCc2ccccc2)cc1NC(=O)c1ccccc1. Reaction SMILES: [Br:7][CH2:8][CH2:9][c:10]1[cH:11][cH:12][cH:13][cH:14][cH:15]1.[C:16]([c:17]1[cH:18][cH:19][cH:20][cH:21][cH:22]1)(=[O:23])[NH:24][c:25]1[c:26]([C:27](=[O:28])[O:29][CH3:30])[cH:31][cH:32][c:33]([OH:35])[cH:34]1.[C:1](=[O:2])([O-:3])[O-:4].[CH3:37][CH2:38][O:39][C:40](=[O:41])[CH3:42].[ClH:36].[K+:5].[K+:6]>>[CH2:8]([CH2:9][c:10]1[cH:11][cH:12][cH:13][cH:14][cH:15]1)[O:35][c:33]1[cH:32][cH:31][c:26]([C:27](=[O:28])[O:29][CH3:30])[c:25]([NH:24][C:16]([c:17]2[cH:18][cH:19][cH:20][cH:21][cH:22]2)=[O:23])[cH:34]1. The reactants are ICI (diiodomethane), NC1=C(C(=C(S1)C(=O)[O-])I)C#N (5-amino-4-cyano-3-iodothiophene-2-carboxylate), N(=O)OCCCCC (amyl nitrite). The solvent is C(C)#N (acetonitrile). Reaction conditions: temperature 38 celsius. Product: C(#N)C=1C(=C(SC1I)C(=O)OCC)I (Ethyl 4-cyano-3,5-diiodothiophene-2-carboxylate). Yield: 83.5%. RXN SMILES: N[C:2]1[S:6][C:5]([C:7]([O-:9])=[O:8])=[C:4]([I:10])[C:3]=1[C:11]#[N:12].[I:13]CI.N(OCCC[CH2:22][CH3:23])=O>C(#N)C>[C:11]([C:3]1[C:4]([I:10])=[C:5]([C:7]([O:9][CH2:22][CH3:23])=[O:8])[S:6][C:2]=1[I:13])#[N:12]. Reported procedure: To a solution of ethyl 4-cyano-5-[(2,4-dimethoxybenzyl)amino]-3-iodothiophene-2-carboxylate (4.50 g, 9.53 mmol) in dichloromethane (100 mL) at room temperature was added trifluoroacetic acid (22.5 mL, 292 mmol). The mixture was then stirred at room temperature for 10 minutes. The solvent was evaporated and the excess trifluoroacetic acid was removed by azeotroping with toluene. The crude material was diluted with ethyl acetate, then treated with saturated sodium bicarbonate solution. The mixture... Starting materials: COC(C(=CNC1=NC(=CC=C1)C)C(C1=CC(=C(C=C1)C)C)=O)=O (2-(3,4-Dimethyl-benzoyl)-3-(6-methyl-pyridin-2-ylamino)-acrylic acid methyl ester). Run in C1(=CC=CC=C1)OC1=CC=CC=C1 (diphenyl ether). Product: CC=1C=C(C(=O)C2=CNC3=NC(=CC=C3C2=O)C)C=CC1C (3-(3,4-Dimethyl-benzoyl)-7-methyl-1H-[1,8]naphthyridin-4-one). The yield is 62.0%. RXN SMILES: CO[C:3](=[O:24])[C:4]([C:14](=[O:23])[C:15]1[CH:20]=[CH:19][C:18]([CH3:21])=[C:17]([CH3:22])[CH:16]=1)=[CH:5][NH:6][C:7]1[CH:12]=[CH:11][CH:10]=[C:9]([CH3:13])[N:8]=1>C1(OC2C=CC=CC=2)C=CC=CC=1>[CH3:22][C:17]1[CH:16]=[C:15]([CH:20]=[CH:19][C:18]=1[CH3:21])[C:14]([C:4]1[C:3](=[O:24])[C:12]2[C:7](=[N:8][C:9]([CH3:13])=[CH:10][CH:11]=2)[NH:6][CH:5]=1)=[O:23]. Procedure: Experimental conditions analogous to those described for Step 2 of Example 1 were used with 0.59 g (1.82 mmol) of 2-(3,4-Dimethyl-benzoyl)-3-(6-methyl-pyridin-2-ylamino)-acrylic acid methyl ester in 30 mL of diphenyl ether to yield 0.33 g of 3-(3,4-Dimethyl-benzoyl)-7-methyl-1H-[1,8]naphthyridin-4-one as a brown solid. Starting materials: O=C[C@H](O)[C@@H](O)[C@@H](O)[C@H](O)CO (galactose), C(CCCCCCCCCCCCCCCCC)N (octadecylamine). The product is C1([C@H](O)[C@@H](O)[C@@H](O)[C@H](O1)CO)CCCCCCCCCCCCCCCCCCN (N-(D-Galactopyranosyl)octadecylamine). As a reaction SMILES: O=[CH:2][C@@H:3]([C@H:5]([C@H:7]([C@@H:9]([CH2:11][OH:12])[OH:10])[OH:8])[OH:6])[OH:4].[CH2:13]([NH2:31])[CH2:14][CH2:15][CH2:16][CH2:17][CH2:18][CH2:19][CH2:20][CH2:21][CH2:22][CH2:23][CH2:24][CH2:25][CH2:26][CH2:27][CH2:28][CH2:29][CH3:30]>>[CH:2]1([CH2:30][CH2:29][CH2:28][CH2:27][CH2:26][CH2:25][CH2:24][CH2:23][CH2:22][CH2:21][CH2:20][CH2:19][CH2:18][CH2:17][CH2:16][CH2:15][CH2:14][CH2:13][NH2:31])[O:10][C@H:9]([CH2:11][OH:12])[C@H:7]([OH:8])[C@H:5]([OH:6])[C@H:3]1[OH:4]. Procedure: The preparation is analogous to Example 1, starting from 11 g of galactose and 20 g of octadecylamine. Reactants: C1(=CC=C(C=C1)S(=O)(=O)Cl)C (p-toluenesulfonyl chloride), O (water), N1=CC=CC=C1 (pyridine), OCC12CCC(CC1)(CC2)C (1-(hydroxymethyl)-4-methylbicyclo[2.2.2]octane). Run in C(C)(=O)OCC (ethyl acetate). Conditions: time 2 hour. The product is S(=O)(=O)(C1=CC=C(C)C=C1)OCC12CCC(CC1)(CC2)C (4-methylbicyclo[2.2.2]oct-1-yl methanol tosylate). As a reaction SMILES: [C:1]1([CH3:11])[CH:6]=[CH:5][C:4]([S:7](Cl)(=[O:9])=[O:8])=[CH:3][CH:2]=1.N1C=CC=CC=1.[OH:18][CH2:19][C:20]12[CH2:27][CH2:26][C:23]([CH3:28])([CH2:24][CH2:25]1)[CH2:22][CH2:21]2.O>C(OCC)(=O)C>[S:7]([O:18][CH2:19][C:20]12[CH2:25][CH2:24][C:23]([CH3:28])([CH2:26][CH2:27]1)[CH2:22][CH2:21]2)([C:4]1[CH:5]=[CH:6][C:1]([CH3:11])=[CH:2][CH:3]=1)(=[O:9])=[O:8]. Reported procedure: 0.156 Mole of p-toluenesulfonyl chloride is dissolved in 150 ml. of anhydrous pyridine at 0° C, under nitrogen, and then 0.078 mole of 1-(hydroxymethyl)-4-methylbicyclo[2.2.2]octane is added slowly and the mixture then stirred for two hours. 2 Ml. of water is then added and the mixture stirred for five minutes and then poured into 600 ml. of ethyl acetate. The organic phase is washed twice with water, then washed with 2 Normal aqueous hydrochloric acid until no more pyridine remains. The ethyl a...